This data is from the Open Reaction Database (ORD), a public repository of structured organic reaction records. The task is: describe an organic reaction: reactants, conditions, products, and yield Starting materials: CC(=O)O, Cl, CCOC(=O)CCC(NC(=O)c1ccc(N)cc1)C(=O)OCC, Nc1nc(N)c2cc(C=O)cnc2n1, [Na+], [OH-]. Yields the product CCOC(=O)CCC(NC(=O)c1ccc(NCc2cnc3nc(N)nc(N)c3c2)cc1)C(=O)OCC. As a reaction SMILES: [CH3:41][C:42](=[O:43])[OH:44].[ClH:38].[NH2:15][c:16]1[cH:17][cH:18][c:19]([C:20](=[O:21])[NH:22][CH:23]([CH2:24][CH2:25][C:26](=[O:27])[O:28][CH2:29][CH3:30])[C:31](=[O:32])[O:33][CH2:34][CH3:35])[cH:36][cH:37]1.[NH2:1][c:2]1[n:3][c:4]([NH2:14])[c:5]2[c:6]([n:7]1)[n:8][cH:9][c:10]([CH:12]=[O:13])[cH:11]2.[Na+:40].[OH-:39]>>[NH2:1][c:2]1[n:3][c:4]([NH2:14])[c:5]2[c:6]([n:7]1)[n:8][cH:9][c:10]([CH2:12][NH:15][c:16]1[cH:17][cH:18][c:19]([C:20](=[O:21])[NH:22][CH:23]([CH2:24][CH2:25][C:26](=[O:27])[O:28][CH2:29][CH3:30])[C:31](=[O:32])[O:33][CH2:34][CH3:35])[cH:36][cH:37]1)[cH:11]2. The reactants are CS(=O)(=O)c1ccc(-c2cnn(-c3ccc(F)cc3)c(=O)c2O)cc1, CC(=O)CCO. Product: CC(=O)CCOc1c(-c2ccc(S(C)(=O)=O)cc2)cnn(-c2ccc(F)cc2)c1=O. Reaction SMILES: [F:1][c:2]1[cH:3][cH:4][c:5](-[n:8]2[n:9][cH:10][c:11](-[c:16]3[cH:17][cH:18][c:19]([S:22](=[O:23])(=[O:24])[CH3:25])[cH:20][cH:21]3)[c:12]([OH:15])[c:13]2=[O:14])[cH:6][cH:7]1.[OH:26][CH2:27][CH2:28][C:29]([CH3:30])=[O:31]>>[F:1][c:2]1[cH:3][cH:4][c:5](-[n:8]2[n:9][cH:10][c:11](-[c:16]3[cH:17][cH:18][c:19]([S:22](=[O:23])(=[O:24])[CH3:25])[cH:20][cH:21]3)[c:12]([O:15][CH2:27][CH2:28][C:29]([CH3:30])=[O:31])[c:13]2=[O:14])[cH:6][cH:7]1. Starting materials: O1CCCC1 (tetrahydrofuran), [OH-].[Na+] (sodium hydroxide), BrC=1C=C(C=CC1)CC#N (3-Bromophenylacetonitrile), C(CCl)OCCCl (2,2′-dichlorodiethylether). Run in C(C)(=O)OCC (ethyl acetate). Yields the product BrC=1C=C(C=CC1)C1(CCOCC1)C#N (Tetrahydro-4-(3-bromophenyl)-2H-pyran-4-nitrile). Run at temperature 22.5 celsius. As a reaction SMILES: [Br:1][C:2]1[CH:3]=[C:4]([CH2:8][C:9]#[N:10])[CH:5]=[CH:6][CH:7]=1.[O:11]1[CH2:15][CH2:14][CH2:13][CH2:12]1.[OH-].[Na+].C(OCCCl)CCl>S([O-])(O)(=O)=O.C([N+](CCCC)(CCCC)CCCC)CCC.C(OCC)(=O)C>[Br:1][C:2]1[CH:3]=[C:4]([C:8]2([C:9]#[N:10])[CH2:14][CH2:15][O:11][CH2:12][CH2:13]2)[CH:5]=[CH:6][CH:7]=1 |f:2.3,5.6|. The reagents and catalysts are S(=O)(=O)(O)[O-].C(CCC)[N+](CCCC)(CCCC)CCCC (tetrabutylammonium hydrogensulfate). Reported procedure: 3-Bromophenylacetonitrile (20.0 g, 102 mmole, 1 eq.), commercially available from Aldrich Chemical Co., Milwaukee, Wis., tetrahydrofuran (120 ml), 40% aqueous sodium hydroxide solution (180 ml, mmole, eq.), tetrabutylammonium hydrogensulfate (3.46 g, mmole, 0.1eq.) were stirred in a reaction flask set for boiling at reflux. Thereafter, 2,2′-dichlorodiethylether (13.75 ml, 117.3 mmole, 0.1eq.) was added with stirring at room temperature, 20-25° C. The resultant reaction mixture was boiled at refl...